This data is from the Open Reaction Database (ORD), a public repository of structured organic reaction records. The task is: describe an organic reaction: reactants, conditions, products, and yield The reactants are C[Si](C=1C=C(CBr)C=CC1)(C)C (m-trimethylsilylbenzyl bromide), C1(=CC=CC=C1)P(C1=CC=CC=C1)C1=CC=CC=C1 (triphenylphosphine). Solvent: C1(=CC=CC=C1)C (toluene). Product: [Br-].C[Si](C=1C=C(C[PH3+])C=CC1)(C)C ((m-Trimethylsilylbenzyl)phosphonium Bromide). Isolated yield 163.7%. Reaction SMILES: [CH3:1][Si:2]([CH3:12])([CH3:11])[C:3]1[CH:4]=[C:5]([CH:8]=[CH:9][CH:10]=1)[CH2:6][Br:7].C1([P:19](C2C=CC=CC=2)C2C=CC=CC=2)C=CC=CC=1>C1(C)C=CC=CC=1>[Br-:7].[CH3:1][Si:2]([CH3:12])([CH3:11])[C:3]1[CH:4]=[C:5]([CH:8]=[CH:9][CH:10]=1)[CH2:6][PH3+:19] |f:3.4|. Procedure details: A solution of 730 mg (3.00 mmol) of m-trimethylsilylbenzyl bromide and 1.18 g (4.50 mmol) of triphenylphosphine in 10 ml of dry toluene was refluxed for 4.5 hours in an atmosphere of argon (125°-135° C. by oil bath). The precipitate was collected by filtration, and washed with toluene to give 1.361 g of white crystals, which were dried in vacuo (yield 90%). Run in C1(=CC=CC=C1)C (toluene). Conditions: time 8 hour. Reactants: FC1=C(C(=CC=C1)C=O)C1CCN(CC1)C(=O)OC(C)(C)C (tert-butyl 4-(2-fluoro-6-formylphenyl)piperidine-1-carboxylate), CC(CCN)(C)C (3,3 dimethylbutylamine). Yield: 90.8%. As a reaction SMILES: [F:1][C:2]1[CH:7]=[CH:6][CH:5]=[C:4]([CH:8]=O)[C:3]=1[CH:10]1[CH2:15][CH2:14][N:13]([C:16]([O:18][C:19]([CH3:22])([CH3:21])[CH3:20])=[O:17])[CH2:12][CH2:11]1.[CH3:23][C:24]([CH3:29])([CH3:28])[CH2:25][CH2:26][NH2:27]>C1(C)C=CC=CC=1>[CH3:23][C:24]([CH3:29])([CH3:28])[CH2:25][CH2:26]/[N:27]=[CH:8]/[C:4]1[CH:5]=[CH:6][CH:7]=[C:2]([F:1])[C:3]=1[CH:10]1[CH2:15][CH2:14][N:13]([C:16]([O:18][C:19]([CH3:22])([CH3:21])[CH3:20])=[O:17])[CH2:12][CH2:11]1. Reported procedure: To a solution of tert-butyl 4-(2-fluoro-6-formylphenyl)piperidine-1-carboxylate (1.0 g, 4.23 mmol) in toluene (14 mL) was added 3,3 dimethylbutylamine (428.0 mg, 569.1 μL, 4.230 mmol) and 4 Å molecular sieves. The resulting solution was stirred at rt overnight. The molecular sieves were filtered off and the mixture concentrated in vacuo to give 1.5 g of tert-butyl 4-(2-((E)-(3,3-dimethylbutylimino)methyl)-6-fluorophenyl)piperidine-1-carboxylate as an off-white solid (1.5 g). The material was use... The product is CC(CC\N=C\C1=C(C(=CC=C1)F)C1CCN(CC1)C(=O)OC(C)(C)C)(C)C (tert-butyl 4-(2-((E)-(3,3-dimethylbutylimino)methyl)-6-fluorophenyl)piperidine-1-carboxylate).